From a dataset of the Open Reaction Database (ORD), a public repository of structured organic reaction records. describe an organic reaction: reactants, conditions, products, and yield Yield: 24.4%. Procedure details: A solution of oxalic acid (1.9 mL, 21.8 mmol) in dry CH2Cl2 (100 mL) was cooled to −78° C., a solution of DMSO (3.0 mL, 42.3 mmol) in dry CH2Cl2 (10 mL) was added with stirring in such a rate that the temperature was kept at −50 to −60° C. After 5 min stirring, a solution of 2-fluoroethanol (1.2 mL, 18.4 mmol) in dry CH2Cl2 (10 mL) was added, and stirring was continued for an additional 15 min, then dry Et3N (13.5 mL) was added. The reaction mixture was stirred for 15 min, then allowed to warm t... Run at time 15 minute. Product: FCC(C(CC(=O)OC(C)(C)C)[N+](=O)[O-])O (t-Butyl 5-fluoro-4-hydroxy-3-nitropentanoate). Reactants: CS(=O)C (DMSO), FCCO (2-fluoroethanol), [N+](=O)([O-])CCC(=O)OC(C)(C)C (t-butyl 3-nitropropionate), C(C(=O)O)(=O)O (oxalic acid). As a reaction SMILES: C(O)(=O)C(O)=O.CS(C)=O.[F:11][CH2:12][CH2:13][OH:14].[N+:15]([CH2:18][CH2:19][C:20]([O:22][C:23]([CH3:26])([CH3:25])[CH3:24])=[O:21])([O-:17])=[O:16]>C(Cl)Cl.O.CCN(CC)CC>[F:11][CH2:12][CH:13]([OH:14])[CH:18]([N+:15]([O-:17])=[O:16])[CH2:19][C:20]([O:22][C:23]([CH3:25])([CH3:26])[CH3:24])=[O:21]. Solvent: C(Cl)Cl (CH2Cl2), C(Cl)Cl (CH2Cl2), C(Cl)Cl (CH2Cl2), CCN(CC)CC (Et3N), O (water), C(Cl)Cl (CH2Cl2).